From a dataset of the Open Reaction Database (ORD), a public repository of structured organic reaction records. describe an organic reaction: reactants, conditions, products, and yield Starting materials: COC1=CC=CC=2NC(CCCC21)=O (6-Methoxy-1,3,4,5-tetrahydro-benzo[b]azepin-2-one), COC1=C(C=CC=2NC(CCCC21)=O)[N+](=O)[O-] (6-Methoxy-7-nitro-1,3,4,5-tetrahydro-benzo[b]azepin-2-one). Product: COC1=CC=C(C=2NC(CCCC21)=O)[N+](=O)[O-] (6-Methoxy-9-nitro-1,3,4,5-tetrahydro-benzo[b]azepin-2-one). As a reaction SMILES: [CH3:1][O:2][C:3]1[C:13]2[CH2:12][CH2:11][CH2:10][C:9](=[O:14])[NH:8][C:7]=2[CH:6]=[CH:5][CH:4]=1.COC1C2CCCC(=O)NC=2C=CC=1[N+:29]([O-:31])=[O:30]>>[CH3:1][O:2][C:3]1[C:13]2[CH2:12][CH2:11][CH2:10][C:9](=[O:14])[NH:8][C:7]=2[C:6]([N+:29]([O-:31])=[O:30])=[CH:5][CH:4]=1. Procedure: Analogous to procedure 107b, 6-Methoxy-1,3,4,5-tetrahydro-benzo[b]azepin-2-one (700 mg, 3.66 mmol) was converted to 6-Methoxy-7-nitro-1,3,4,5-tetrahydro-benzo[b]azepin-2-one (380 mg, 44%), purified by ISCO chromatography. 1H-NMR (CDCl3) δ 8.12 (s, 1H), 7.79 (d, J=8.6 Hz, 1H). 6.85 (d, J=8.6 Hz, 1H), 3.95 (s, 3H), 2.95 (t, J=7.2 Hz, 2H), 2.44 (t, J=7.3 Hz, 2H), 2.31 (quint, J=7.2 Hz, 2H); LC/MS (ESI-pos) m/z 237.11 (M+H). Analogously, 6-Methoxy-9-nitro-1,3,4,5-tetrahydro-benzo[b]azepin-2-one was ... Starting materials: CC1=C(C(CC=C1)(C)C)CCC(C)=O (4-(2,6,6-TRIMETHYL-1,3-CYCLOHEXADIEN-1-YL)-2-BUTANONE), II, CC1CCCC(C1/C=C/C(=O)C)(C)C (dihydroionone). The product is CC1(CC=CC(C1CCC(C)=O)=C)C (4-(6,6-dimethyl-2-methylene-3-cyclohexen-1-yl)-2-butanone). As a reaction SMILES: [CH3:1][C:2]1[CH:7]=[CH:6][CH2:5][C:4]([CH3:9])([CH3:8])[C:3]=1[CH2:10][CH2:11][C:12](=[O:14])[CH3:13].CC1C(/C=C/C(C)=O)C(C)(C)CCC1>>[CH3:8][C:4]1([CH3:9])[CH:3]([CH2:10][CH2:11][C:12](=[O:14])[CH3:13])[C:2](=[CH2:1])[CH:7]=[CH:6][CH2:5]1. Procedure: 4-(2,6,6-TRIMETHYL-1,3-CYCLOHEXADIEN-1-YL)-2-BUTANONE HAVING THE STRUCTURE: ##STR2## may be synthesized according to the technique of Wolf and Zink, Volume 56, Helvetica Chimica Acta., Fasc 3 (1973) pp. 1062-1066, or according to Examples I and II of Rowland, U.S. Pat. No. 3,436,421 issued on Apr. 1, 1969 by means of bromination of -dihydroionone followed by debromination. 4-(6,6-dimethyl-2-methylene-3-cyclohexen-1-yl)-2-butanone having the structure: ##STR3## is also produced in this process as...